From a dataset of the Open Reaction Database (ORD), a public repository of structured organic reaction records. describe an organic reaction: reactants, conditions, products, and yield Starting materials: C(C)OC1=C(C=C2C(=CC(OC2=C1)(C)C)C(C)C)\C(=C/C=C/C(=C/C(=O)OCC)/C)\CC (ethyl 7-(7-ethoxy-4-isopropyl-2,2-dimethyl-2H-chromen-6-yl)-3-methyl-nona-2E,4E,6Z-trienoate), Compound, [OH-].[Na+] (NaOH). Yields the product C(C)OC1=C(C=C2C(=CC(OC2=C1)(C)C)C(C)C)\C(=C/C=C/C(=C/C(=O)O)/C)\CC (7-(7-ethoxy-4-isopropyl-2,2-dimethyl-2H-chromen-6-yl)-3-methyl-nona-2E,4E,6Z-trienoic acid). RXN SMILES: [CH2:1]([O:3][C:4]1[CH:13]=[C:12]2[C:7]([C:8]([CH:16]([CH3:18])[CH3:17])=[CH:9][C:10]([CH3:15])([CH3:14])[O:11]2)=[CH:6][C:5]=1/[C:19](/[CH2:31][CH3:32])=[CH:20]\[CH:21]=[CH:22]\[C:23](\[CH3:30])=[CH:24]\[C:25]([O:27]CC)=[O:26])[CH3:2].[OH-].[Na+]>>[CH2:1]([O:3][C:4]1[CH:13]=[C:12]2[C:7]([C:8]([CH:16]([CH3:18])[CH3:17])=[CH:9][C:10]([CH3:14])([CH3:15])[O:11]2)=[CH:6][C:5]=1/[C:19](/[CH2:31][CH3:32])=[CH:20]\[CH:21]=[CH:22]\[C:23](\[CH3:30])=[CH:24]\[C:25]([OH:27])=[O:26])[CH3:2] |f:1.2|. Procedure details: Following General Procedure G, ethyl 7-(7-ethoxy-4-isopropyl-2,2-dimethyl-2H-chromen-6-yl)-3-methyl-nona-2E,4E,6Z-trienoate (Compound 38,30 mg, 0.70 mmol) was hydrolyzed with 1M NaOH. Purification by column chromatography (silica gel, 30% ethyl acetate in hexanes) followed by recrystallization from acetonitrile gave rise to the title compound as a light yellow solid.